From a dataset of the Open Reaction Database (ORD), a public repository of structured organic reaction records. describe an organic reaction: reactants, conditions, products, and yield The reactants are C(CC)(=O)NC=1C=C(C=CC1)C1CCN(CC1)C(=O)OC(C)(C)C (tert-butyl 4-[3-(propionylamino)phenyl]-1-piperidinecarboxylate), NC=1C=C(C=CC1)C1CCN(CC1)C(=O)OC(C)(C)C (tert-butyl 4-(3-aminophenyl)-1-piperidinecarboxylate), C1(CC1)C(=O)Cl (cyclopropanecarbonyl chloride). Product: C1(CC1)C(=O)NC=1C=C(C=CC1)C1CCN(CC1)C(=O)OC(C)(C)C (tert-butyl 4-{3-[(cyclopropylcarbonyl)amino]phenyl}-1-piperidinecarboxylate). Isolated yield 100.0%. RXN SMILES: [C:1]([NH:5][C:6]1[CH:7]=[C:8]([CH:12]2[CH2:17][CH2:16][N:15]([C:18]([O:20][C:21]([CH3:24])([CH3:23])[CH3:22])=[O:19])[CH2:14][CH2:13]2)[CH:9]=[CH:10][CH:11]=1)(=[O:4])[CH2:2][CH3:3].N[C:26]1C=C(C2CCN(C(OC(C)(C)C)=O)CC2)C=CC=1.C1(C(Cl)=O)CC1>>[CH:2]1([C:1]([NH:5][C:6]2[CH:7]=[C:8]([CH:12]3[CH2:17][CH2:16][N:15]([C:18]([O:20][C:21]([CH3:23])([CH3:22])[CH3:24])=[O:19])[CH2:14][CH2:13]3)[CH:9]=[CH:10][CH:11]=2)=[O:4])[CH2:26][CH2:3]1. Reported procedure: According to the procedure used for the synthesis of tert-butyl 4-[3-(propionylamino)phenyl]-1-piperidinecarboxylate, tert-butyl 4-(3-aminophenyl)-1-piperidinecarboxylate (16.47 g 0.0596 mol) and cyclopropanecarbonyl chloride (6.27 g, 0.0597 mol) provided the tert-butyl 4-{3-[(cyclopropylcarbonyl)amino]phenyl}-1-piperidinecarboxylate (18.1 g, 100%). 1H NMR (400 MHz, CDCl3) δ 7.55–7.46 (m, 2H), 7.29–7.21 (m, 2H), 6.96–6.89 (m, 1H), 2.79 (t, 2H, J=12.1 Hz), 2.68–2.58 (m, 1H) 1.84 (d, 2H, J=12.6 Hz... Starting materials: solution, O(C1=CC=CC=C1)C=1C=C(C=C2C=NCC2)C=CC1 (3-(m-phenoxybenzylidene)-1-pyrroline), C(CCC)[Li] (n-butyllithium), C(C)[Mg]Br (ethyl magnesiumbromide). Solvent: CCCCCC (hexane), C1CCOC1 (THF). The product is C(CCC)C1NCCC1=CC1=CC(=CC=C1)OC1=CC=CC=C1 (2-n-butyl-3-(m-phenoxybenzylidene)-pyrrolidine). Yield: 44.0%. RXN SMILES: [CH2:1]([Li])[CH2:2][CH2:3][CH3:4].C([Mg]Br)C.[O:10]([C:17]1[CH:18]=[C:19]([CH:26]=[CH:27][CH:28]=1)[CH:20]=[C:21]1[CH2:25][CH2:24][N:23]=[CH:22]1)[C:11]1[CH:16]=[CH:15][CH:14]=[CH:13][CH:12]=1>CCCCCC.C1COCC1>[CH2:1]([CH:22]1[C:21](=[CH:20][C:19]2[CH:26]=[CH:27][CH:28]=[C:17]([O:10][C:11]3[CH:16]=[CH:15][CH:14]=[CH:13][CH:12]=3)[CH:18]=2)[CH2:25][CH2:24][NH:23]1)[CH2:2][CH2:3][CH3:4]. Reported procedure: In a similar manner as Example 62 except for using 18 ml of a solution of 1.6M n-butyllithium in hexane instead of 10 ml of the solution of 3N ethyl magnesiumbromide in THF for reacting with 3-(m-phenoxybenzylidene)-1-pyrroline, 3.2 g (yield 44%) of 2-n-butyl-3-(m-phenoxybenzylidene)-pyrrolidine was obtained. RXN SMILES: [CH2:1]([c:2]1[cH:3][cH:4][cH:5][cH:6][cH:7]1)[C:8]1([N:14]=[C:15]([c:16]2[cH:17][cH:18][cH:19][cH:20][cH:21]2)[c:22]2[cH:23][cH:24][cH:25][cH:26][cH:27]2)[C:9](=[O:13])[O:10][CH2:11][CH2:12]1.[CH2:31]1[O:32][CH2:33][CH2:34][CH2:35]1.[CH3:29][OH:30].[ClH:28]>>[CH2:1]([c:2]1[cH:3][cH:4][cH:5][cH:6][cH:7]1)[C:8]1([NH2:14])[C:9](=[O:13])[O:10][CH2:11][CH2:12]1. Reactants: O=C1OCCC1(Cc1ccccc1)N=C(c1ccccc1)c1ccccc1, C1CCOC1, CO, Cl. Product: NC1(Cc2ccccc2)CCOC1=O. Yields the product CC(C)C1=CC=C(C=C1)CNC1=CC=C(C=C1)S(=O)(=O)O (4-(((4-(1-methylethyl)phenyl)methyl)amino)benzenesulfonic acid). Solvent: C(C)#N (acetonitrile), C(C)#N (acetonitrile), C(C)#N (acetonitrile). As a reaction SMILES: [S:1]([OH:11])(=[O:10])([C:3]1[CH:8]=[CH:7][C:6]([NH2:9])=[CH:5][CH:4]=1)=[O:2].O.O.O.O.C([O-])(=O)C.[Na+].[CH3:21][CH:22]([C:24]1[CH:31]=[CH:30][C:27]([CH2:28]Cl)=[CH:26][CH:25]=1)[CH3:23]>C(#N)C>[CH3:21][CH:22]([C:24]1[CH:31]=[CH:30][C:27]([CH2:28][NH:9][C:6]2[CH:5]=[CH:4][C:3]([S:1]([OH:11])(=[O:10])=[O:2])=[CH:8][CH:7]=2)=[CH:26][CH:25]=1)[CH3:23] |f:2.3.4.5.6|. Procedure: To a 1-liter (1) 3-necked round-bottomed flask equipped with an overhead stirrer, reflux condenser and dropping funnel and containing a stirred mixture of 52.0 g (0.30 mole) of sulfanilic acid in 225 ml of warm (~65° C.) water was added 83.0 g (0.61 mole) of sodium acetate trihydrate and 75 ml of acetonitrile. The temperature of the resulting yellow solution was stabilized at about 70° C. and a solution of 33.8 g (0.20 mole) of 4-(1-methylethyl)benzyl chloride in 75 ml of acetonitrile was added ... Reactants: O.O.O.C(C)(=O)[O-].[Na+] (sodium acetate trihydrate), ( 1 ), CC(C)C1=CC=C(CCl)C=C1 (4-(1-methylethyl)benzyl chloride), S(=O)(C1=CC=C(C=C1)N)(=O)O (sulfanilic acid), O (water). Yield: 20.5%. Conditions: temperature 65 celsius, time 15 minute. Reactants: C(C)(C)OB1OC(C(O1)(C)C)(C)C (2-Isopropoxy-4,4,5,5-tetramethyl-1,3,2-dioxaborolane), [Li]CCCC (n-BuLi), hexanes, FC=1C=C(OC2COCCC2)C=C(C1)F (3-(3,5-difluorophenoxy)tetrahydro-2H-pyran). Solvent: C1CCOC1 (THF). Reaction conditions: time 1 hour. Yields the product FC=1C=C(OC2COCCC2)C=C(C1B1OC(C(O1)(C)C)(C)C)F (3-[3,5-Difluoro-4-(4,4,5,5-tetramethyl-1,3,2-dioxaborolan-2-yl)phenoxy]tetrahydro-2H-pyran). Reaction SMILES: [F:1][C:2]1[CH:3]=[C:4]([CH:12]=[C:13]([F:15])[CH:14]=1)[O:5][CH:6]1[CH2:11][CH2:10][CH2:9][O:8][CH2:7]1.[Li]CCCC.C(O[B:25]1[O:29][C:28]([CH3:31])([CH3:30])[C:27]([CH3:33])([CH3:32])[O:26]1)(C)C>C1COCC1>[F:1][C:2]1[CH:3]=[C:4]([CH:12]=[C:13]([F:15])[C:14]=1[B:25]1[O:29][C:28]([CH3:31])([CH3:30])[C:27]([CH3:33])([CH3:32])[O:26]1)[O:5][CH:6]1[CH2:11][CH2:10][CH2:9][O:8][CH2:7]1. Procedure details: To a mixture of 3-(3,5-difluorophenoxy)tetrahydro-2H-pyran (1.42 g, 6.63 mmol) in THF (26 mL) at −78° C., a solution of n-BuLi in hexanes (1.6 M; 10.4 mL, 16.6 mmol) was added slowly through a dripping funnel. When addition was complete, the mixture was kept at −78° C. for 1 h. 2-Isopropoxy-4,4,5,5-tetramethyl-1,3,2-dioxaborolane (4.06 mL, 19.9 mmol) was then added in one portion. The mixture was allowed to warm to room temperature and stirred for 1 h. The mixture was quenched with NaHCO3 soluti...